This data is from the Open Reaction Database (ORD), a public repository of structured organic reaction records. The task is: describe an organic reaction: reactants, conditions, products, and yield Reactants: CO (MeOH), C(Cl)Cl (DCM), C(#N)C(C(=O)OCC)=CNC=1C=NC=CC1 (ethyl 2-cyano-3-(pyridin-3-ylamino)acrylate). The solvent is C1=CC=C(C=C1)C2=CC=CC=C2.C1=CC=C(C=C1)OC2=CC=CC=C2 (Dowtherm A). Reaction conditions: temperature 260 celsius, time 5 hour. The product is OC1=C(C=NC2=CC=CN=C12)C#N (4-hydroxy-1,5-naphthyridine-3-carbonitrile). Reaction SMILES: [C:1]([C:3](=[CH:9][NH:10][C:11]1[CH:12]=[N:13][CH:14]=[CH:15][CH:16]=1)[C:4]([O:6]CC)=O)#[N:2].CO.C(Cl)Cl>C1C=CC(C2C=CC=CC=2)=CC=1.C1C=CC(OC2C=CC=CC=2)=CC=1>[OH:6][C:4]1[C:12]2[C:11](=[CH:16][CH:15]=[CH:14][N:13]=2)[N:10]=[CH:9][C:3]=1[C:1]#[N:2] |f:3.4|. Procedure details: The mixture of ethyl 2-cyano-3-(pyridin-3-ylamino)acrylate (C-3) (2.0 g, 9.26 mmol, 1.0 eq) in Dowtherm A (48 mL) is stirred at 260° C. for 5 h. The mixture is cooled to RT and poured into a mixture of MeOH and DCM (v/v=1:2, 20 mL). The precipitate is filtered, rinsed with DCM, and dried in vacuo to afford the product, 4-hydroxy-1,5-naphthyridine-3-carbonitrile (C-4). Reactants: COC(=O)C1CCCN1, Nc1nc(C(=O)N2Cc3ccccc3C2)c2cc(-c3ccccc3S(=O)(=O)Cl)ccc2n1. Yields the product COC(=O)C1CCCN1S(=O)(=O)c1ccccc1-c1ccc2nc(N)nc(C(=O)N3Cc4ccccc4C3)c2c1. Reaction SMILES: [CH3:33][O:34][C:35](=[O:36])[CH:37]1[NH:38][CH2:39][CH2:40][CH2:41]1.[NH2:1][c:2]1[n:3][c:4]2[cH:5][cH:6][c:7](-[c:23]3[c:24]([S:29](=[O:30])(=[O:31])[Cl:32])[cH:25][cH:26][cH:27][cH:28]3)[cH:8][c:9]2[c:10]([C:12](=[O:13])[N:14]2[CH2:15][c:16]3[cH:17][cH:18][cH:19][cH:20][c:21]3[CH2:22]2)[n:11]1>>[NH2:1][c:2]1[n:3][c:4]2[cH:5][cH:6][c:7](-[c:23]3[c:24]([S:29](=[O:30])(=[O:31])[N:38]4[CH:37]([C:35]([O:34][CH3:33])=[O:36])[CH2:41][CH2:40][CH2:39]4)[cH:25][cH:26][cH:27][cH:28]3)[cH:8][c:9]2[c:10]([C:12](=[O:13])[N:14]2[CH2:15][c:16]3[cH:17][cH:18][cH:19][cH:20][c:21]3[CH2:22]2)[n:11]1. Reaction SMILES: [Al+3:2].[CH2:28]([Cl:29])[Cl:30].[CH3:5][c:6]1[cH:7][cH:8][c:9]([O:12][CH3:13])[cH:10][cH:11]1.[Cl-:1].[Cl-:3].[Cl-:4].[Cl:14][c:15]1[c:16]([C:17](=[O:18])[Cl:19])[cH:20][c:21]([N+:24](=[O:25])[O-:26])[cH:22][cH:23]1.[ClH:27]>>[CH3:5][c:6]1[cH:7][c:8]([C:17]([c:16]2[c:15]([Cl:14])[cH:23][cH:22][c:21]([N+:24](=[O:25])[O-:26])[cH:20]2)=[O:18])[c:9]([O:12][CH3:13])[cH:10][cH:11]1. Reactants: [Al+3], ClCCl, COc1ccc(C)cc1, [Cl-], [Cl-], [Cl-], O=C(Cl)c1cc([N+](=O)[O-])ccc1Cl, Cl. The product is COc1ccc(C)cc1C(=O)c1cc([N+](=O)[O-])ccc1Cl. The reactants are O=C1SCCC1[C@@H]1OC([C@H]2C([C@@H]12)(C)C)=O ((1R,4R,5S) 4-[dihydro-2-oxo-3-(2H)-thienyl]-6,6-dimethyl-3-oxabicyclo-(3,1,0)-hexan-2-one), Cl (hydrochloric acid). The solvent is C(C)N(CC)CC (triethylamine). Conditions: temperature 5 celsius. The product is O=C1SCCC1=C[C@@H]1C([C@@H]1C(=O)O)(C)C ((1R,3S) 3-[(dihydro-2-oxo-3(2H)-thienylidene)-methyl]-2,2-dimethyl-cyclopropane-1-carboxylic acid). Reaction SMILES: [O:1]=[C:2]1[CH:6]([C@H:7]2[C@H:12]3[C@H:10]([C:11]3([CH3:14])[CH3:13])[C:9](=[O:15])[O:8]2)[CH2:5][CH2:4][S:3]1.Cl>C(N(CC)CC)C>[O:1]=[C:2]1[C:6](=[CH:7][C@H:12]2[C@@H:10]([C:9]([OH:15])=[O:8])[C:11]2([CH3:14])[CH3:13])[CH2:5][CH2:4][S:3]1. Reported procedure: A mixture of the solution of Step B and 6 ml of triethylamine was refluxed for 3 hours and was then cooled and poured into 2 N aqueous hydrochloric acid. The decanted organic phase was washed with water, dried and evaporated to dryness. The residue was taken up in 20 ml of hot methylene chloride and after the addition of 30 ml of n-heptane thereto, the mixture was cooled to 5° C. and vacuum filtered. The recovered product was washed with heptane and dried to obtain 3.025 g of (1R,3S) 3-[(dihydro... The reactants are CC=1C(=CC=CC1N=C=O)N=C=O (2,6-tolylene diisocyanate), 4,4'-diphenylene diisocyanate, O=C=NC1CC(CN=C=O)(CC(C1)(C)C)C (isophorone diisocyanate), C(CCCCCN=C=O)N=C=O (hexamethylene diisocyanate), N(=C=O)CC1CC(CCC1)CN=C=O (1,3-diisocyanato methylcyclohexane), C1(=CC=C(C=C1)CN=C=O)CN=C=O (p-xylylene diisocyanate), 2,4-naphthalene diisocyanate, C1(=CC(=CC=C1)CN=C=O)CN=C=O (m-xylylene diisocyanate), CC1=C(C=CC(=C1)C2=CC(=C(C=C2)N=C=O)C)N=C=O (3,3'-dimethyl-4,4'-biphenylene diisocyanate), COC1=C(C=CC(=C1)C2=CC(=C(C=C2)N=C=O)OC)N=C=O (3,3'-dimethoxy-4,4'-biphenylene diisocyanate), C1(=CC=C(C=C1)N=C=O)N=C=O (p-phenylene diisocyanate), 4,4'-diisocyanato dicyclohexane, C1CC(CCC1CC2CCC(CC2)N=C=O)N=C=O (4,4'-diisocyanato dicyclohexylmethane), C1(=CC(=CC=C1)N=C=O)N=C=O (m-phenylene diisocyanate), C1=CC2=C(C=CC=C2N=C=O)C(=C1)N=C=O (1,5-naphthalene diisocyanate), 4,4'-diisocyanato diphenyl ether, N(=C=O)CC1CCC(CC1)CN=C=O (1,4-diisocyanato methylcyclohexane), [N-]=C=O.[N-]=C=O.C1(=CC=CC=C1)CC1=CC=CC=C1 (diphenylmethane diisocyanate), C(CCCN=C=O)N=C=O (tetramethylene diisocyanate). Product: CC=1C(=CC(=CC1)N=C=O)N=C=O (2,4-tolylene diisocyanate). As a reaction SMILES: C[C:2]1[C:3]([N:11]=[C:12]=[O:13])=[CH:4][CH:5]=[CH:6][C:7]=1[N:8]=[C:9]=[O:10].[C:14]1(N=C=O)C=CC(N=C=O)=CC=1.[N-]=C=O.[N-]=C=O.C1(CC2C=CC=CC=2)C=CC=CC=1.C1(N=C=O)C=CC=C(N=C=O)C=1.C(N=C=O)CCCCCN=C=O.C(N=C=O)CCCN=C=O.COC1C=C(C2C=CC(N=C=O)=C(OC)C=2)C=CC=1N=C=O.CC1C=C(C2C=CC(N=C=O)=C(C)C=2)C=CC=1N=C=O.C1C=C(N=C=O)C2C=CC=C(N=C=O)C=2C=1.C1(CN=C=O)C=CC(CN=C=O)=CC=1.C1(CN=C=O)C=CC=C(CN=C=O)C=1.N(CC1CCCC(CN=C=O)C1)=C=O.N(CC1CCC(CN=C=O)CC1)=C=O.C1C(CC2CCC(N=C=O)CC2)CCC(N=C=O)C1.O=C=NC1CC(C)(C)CC(C)(CN=C=O)C1>>[CH3:14][C:4]1[C:3]([N:11]=[C:12]=[O:13])=[CH:2][C:7]([N:8]=[C:9]=[O:10])=[CH:6][CH:5]=1 |f:2.3.4|. Procedure details: 2,6-tolylene diisocyanate; p-phenylene diisocyanate; diphenylmethane diisocyanate (may be abbreviated as "MDI"); m-phenylene diisocyanate; hexamethylene diisocyanate; tetramethylene diisocyanate; 3,3'-dimethoxy-4,4'-biphenylene diisocyanate; 2,4-naphthalene diisocyanate; 3,3'-dimethyl-4,4'-biphenylene diisocyanate; 4,4'-diphenylene diisocyanate; 4,4'-diisocyanato diphenyl ether; 1,5-naphthalene diisocyanate; p-xylylene diisocyanate; m-xylylene diisocyanate; 1,3-diisocyanato methylcyclohexane; 1,...